describe an organic reaction: reactants, conditions, products, and yield From a dataset of the Open Reaction Database (ORD), a public repository of structured organic reaction records. Starting materials: C(C)(=O)OC1=C(C=C(C=C1)C(N[C@@H](C1=CC=C(C=C1)C(F)(F)F)C1=NC=CC=C1F)=O)[N+](=O)[O-] ((S)-4-(((3-fluoropyridin-2-yl)(4-(trifluoromethyl)phenyl)methyl)carbamoyl)-2-nitrophenyl acetate). The solvent is CCOC(=O)C (EtOAc). As a reaction SMILES: [C:1]([O:4][C:5]1[CH:10]=[CH:9][C:8]([C:11](=[O:31])[NH:12][C@H:13]([C:24]2[C:29]([F:30])=[CH:28][CH:27]=[CH:26][N:25]=2)[C:14]2[CH:19]=[CH:18][C:17]([C:20]([F:23])([F:22])[F:21])=[CH:16][CH:15]=2)=[CH:7][C:6]=1[N+:32]([O-])=O)(=[O:3])[CH3:2]>CCOC(C)=O.[Pd]>[C:1]([O:4][C:5]1[CH:10]=[CH:9][C:8]([C:11](=[O:31])[NH:12][C@H:13]([C:24]2[C:29]([F:30])=[CH:28][CH:27]=[CH:26][N:25]=2)[C:14]2[CH:19]=[CH:18][C:17]([C:20]([F:22])([F:21])[F:23])=[CH:16][CH:15]=2)=[CH:7][C:6]=1[NH2:32])(=[O:3])[CH3:2]. Reaction conditions: time 5 hour. Procedure details: To a round bottom flask purged with N2 was added 10% Pd/C (20.29 mg, 0.019 mmol) and under a N2 atmosphere (S)-4-(((3-fluoropyridin-2-yl)(4-(trifluoromethyl)phenyl)methyl)carbamoyl)-2-nitrophenyl acetate (91 mg, 0.191 mmol) in EtOAc (10 mL) was added. The solution was purged for a further 2 min, then capped with a balloon of H2. After 5 h, the reaction was filtered through a pad of Celite® brand filter agent and the Celite® brand filter agent rinsed with EtOAc. The filtrate was concentrated in v... Yields the product C(C)(=O)OC1=C(C=C(C=C1)C(N[C@@H](C1=CC=C(C=C1)C(F)(F)F)C1=NC=CC=C1F)=O)N ((S)-2-Amino-4-(((3-fluoropyridin-2-yl)(4-(trifluoromethyl)phenyl)methyl)carbamoyl)phenyl acetate). Reagents/catalysts: [Pd] (Pd/C).